From a dataset of the Open Reaction Database (ORD), a public repository of structured organic reaction records. describe an organic reaction: reactants, conditions, products, and yield Starting materials: FB(F)F, B, CCOCC, CCOC(C)=O, Cl, [Na], C1CCOC1, O, O=C(O)COCCc1ccc2sccc2c1. Yields the product OCCOCCc1ccc2sccc2c1. RXN SMILES: [B:24]([F:25])([F:26])[F:27].[BH3:17].[CH2:19]([O:20][CH2:21][CH3:22])[CH3:23].[CH3:35][CH2:36][O:37][C:38](=[O:39])[CH3:40].[ClH:28].[Na:18].[O:29]1[CH2:30][CH2:31][CH2:32][CH2:33]1.[OH2:34].[s:1]1[c:2]2[c:3]([cH:4][cH:5]1)[cH:6][c:7]([CH2:10][CH2:11][O:12][CH2:13][C:14](=[O:15])[OH:16])[cH:8][cH:9]2>>[s:1]1[c:2]2[c:3]([cH:4][cH:5]1)[cH:6][c:7]([CH2:10][CH2:11][O:12][CH2:13][CH2:14][OH:15])[cH:8][cH:9]2.